Dataset: the Open Reaction Database (ORD), a public repository of structured organic reaction records. Task: describe an organic reaction: reactants, conditions, products, and yield Reactants: COc1ccc2cc(-c3cccnc3)cc(C)c2n1, Cl, [Na+], [OH-]. The product is Cc1cc(-c2cccnc2)cc2ccc(=O)[nH]c12. RXN SMILES: [CH3:1][O:2][c:3]1[n:4][c:5]2[c:6]([CH3:19])[cH:7][c:8](-[c:13]3[cH:14][n:15][cH:16][cH:17][cH:18]3)[cH:9][c:10]2[cH:11][cH:12]1.[ClH:22].[Na+:21].[OH-:20]>>[O:2]=[c:3]1[nH:4][c:5]2[c:6]([CH3:19])[cH:7][c:8](-[c:13]3[cH:14][n:15][cH:16][cH:17][cH:18]3)[cH:9][c:10]2[cH:11][cH:12]1. Starting materials: FC1=C(C=CC(=C1)F)[N+](=O)[O-] (2,4-Difluoronitrobenzene), [C@@H]1([C@H](CCCC1)O)O (cis-1,2-cyclohexanediol), C[Si](C)(C)[N-][Si](C)(C)C.[Li+] (lithium bis(trimethylsilyl)amide). The solvent is C1CCOC1 (THF). Reaction conditions: time 8 hour. Yields the product FC1=CC(=C(C=C1)[N+](=O)[O-])O[C@H]1[C@H](CCCC1)O (racemic cis-4-Fluoro-2-(2-Hydroxycyclohexyloxy)-nitrobenzene). As a reaction SMILES: F[C:2]1[CH:7]=[C:6]([F:8])[CH:5]=[CH:4][C:3]=1[N+:9]([O-:11])=[O:10].[C@@H:12]1([OH:19])[CH2:17][CH2:16][CH2:15][CH2:14][C@@H:13]1[OH:18].C[Si]([N-][Si](C)(C)C)(C)C.[Li+]>C1COCC1>[F:8][C:6]1[CH:5]=[CH:4][C:3]([N+:9]([O-:11])=[O:10])=[C:2]([O:18][C@@H:13]2[CH2:14][CH2:15][CH2:16][CH2:17][C@@H:12]2[OH:19])[CH:7]=1 |f:2.3|. Procedure: To 2,4-Difluoronitrobenzene (0.549 ml) and cis-1,2-cyclohexanediol (0.581 g) in THF (10.0 ml), cooled with an ice-bath, was added lithium bis(trimethylsilyl)amide (1 mol/1 solution in THF; 5.00 ml). The mixture was stirred overnight at rt, and then evaporated to dryness. The residue was taken up in ethyl acetate, extracted once with hydrochloric acid (1 mol/l) and twice with NaOH solution (1 mol/l), dried with magnesium sulphate, filtered and evaporated to dryness. The residue was purified by co... Starting materials: COC([C@@H](NC(=O)OCC1=CC=CC=C1)CC1=CC(=C(C=C1)C=1C(N(C(N(C1C)C)=O)C)=O)C)=O (N-(benzyloxycarbonyl)-4-(1,3,6-trimethyl-2,4-dioxo-5-pyrimidinyl)-3-methyl-L-phenylalanine methyl ester), C1=CCCCC1 (cyclohexene). The reagents and catalysts are [Pd] (palladium on carbon). Run in C(C)O (ethanol). The product is COC([C@@H](N)CC1=CC(=C(C=C1)C=1C(N(C(N(C1C)C)=O)C)=O)C)=O (4-(1,3,6-trimethyl-2,4-dioxo-5-pyrimidinyl)-3-methyl-L-phenylalanine methyl ester). Yield: 71.9%. Reaction SMILES: [CH3:1][O:2][C:3](=[O:35])[C@H:4]([CH2:16][C:17]1[CH:22]=[CH:21][C:20]([C:23]2[C:24](=[O:33])[N:25]([CH3:32])[C:26](=[O:31])[N:27]([CH3:30])[C:28]=2[CH3:29])=[C:19]([CH3:34])[CH:18]=1)[NH:5]C(OCC1C=CC=CC=1)=O.C1CCCCC=1>[Pd].C(O)C>[CH3:1][O:2][C:3](=[O:35])[C@H:4]([CH2:16][C:17]1[CH:22]=[CH:21][C:20]([C:23]2[C:24](=[O:33])[N:25]([CH3:32])[C:26](=[O:31])[N:27]([CH3:30])[C:28]=2[CH3:29])=[C:19]([CH3:34])[CH:18]=1)[NH2:5]. Procedure details: A mixture of N-(benzyloxycarbonyl)-4-(1,3,6-trimethyl-2,4-dioxo-5-pyrimidinyl)-3-methyl-L-phenylalanine methyl ester (0.145 mmol, 70 mg), cyclohexene (1 mL) and 10% palladium on carbon (100 mg) in ethanol (2 mL) was heated to reflux for 15 h. Then, it was filtered through a pad of celite and the pad was washed with ethanol (10 mL). The combined filtrate was concentrated under reduced pressure. The residue was dried under high vacuum to afford 36 mg (72% yield) of 4-(1,3,6-trimethyl-2,4-dioxo-5-p... Reactants: OC1=C(C=CC=C1OC1=C(C=CC=C1)F)CC(=O)O (2-[2-hydroxy-3-(2-fluorophenoxy)phenyl]acetic acid), COC1=C(C=CC=C1OC1=C(C=CC=C1)F)CC(=O)O (2-[2-methoxy-3-(2-fluorophenoxy)phenyl]acetic acid). Solvent: C(C)(=O)OC(C)=O (acetic anhydride), C(C)(=O)OC(C)=O (acetic anhydride), I (hydriodic acid). Product: FC1=C(OC2=CC=CC=3CC(OC32)=O)C=CC=C1 (7-(2-fluorophenoxy)-2,3-dihydrobenzofuran-2-one). The yield is 62.8%. RXN SMILES: CO[C:3]1[C:8]([O:9][C:10]2[CH:15]=[CH:14][CH:13]=[CH:12][C:11]=2[F:16])=[CH:7][CH:6]=[CH:5][C:4]=1[CH2:17][C:18]([OH:20])=[O:19].OC1C(OC2C=CC=CC=2F)=CC=CC=1CC(O)=O>C(OC(=O)C)(=O)C.I>[F:16][C:11]1[CH:12]=[CH:13][CH:14]=[CH:15][C:10]=1[O:9][C:8]1[C:3]2[O:20][C:18](=[O:19])[CH2:17][C:4]=2[CH:5]=[CH:6][CH:7]=1. Reported procedure: A solution of 2-[2-methoxy-3-(2-fluorophenoxy)phenyl]acetic acid (5.4 g) in acetic anhydride (15 ml) and hydriodic acid (55-58%, 30 ml) were treated in a similar manner to that of Example 10-(7). The resultant oily residue, i.e. 2-[2-hydroxy-3-(2-fluorophenoxy)phenyl]acetic acid was treated with acetic anhydride (10 ml) in a similar manner to that of Example 10-(7). The resultant crystalline residue was recrystallized from ethanol to give 7-(2-fluorophenoxy)-2,3-dihydrobenzofuran-2-one (3 g). mp... Starting materials: NC1=C2N=C(N(C2=NC(=N1)S)CC1=CC=CC=C1)O (6-amino-9-benzyl-8-hydroxy-2-mercaptopurine), C([O-])([O-])=O.[K+].[K+] (potassium carbonate), Cl.CN(CCCCl)C (3-dimethylaminopropyl chloride hydrochloride). Solvent: CN(C=O)C (dimethylformamide). Run at time 9 hour. The product is NC1=C2N=CN(C2=NC(=N1)SCCCN(C)C)CC1=CC=CC=C1 (6-Amino-9-benzyl-2-[(3-dimethylaminopropyl)thio]purine). Yield: 7.7%. As a reaction SMILES: [NH2:1][C:2]1[N:10]=[C:9]([SH:11])[N:8]=[C:7]2[C:3]=1[N:4]=[C:5](O)[N:6]2[CH2:12][C:13]1[CH:18]=[CH:17][CH:16]=[CH:15][CH:14]=1.C(=O)([O-])[O-].[K+].[K+].Cl.[CH3:27][N:28]([CH3:33])[CH2:29][CH2:30][CH2:31]Cl>CN(C)C=O>[NH2:1][C:2]1[N:10]=[C:9]([S:11][CH2:31][CH2:30][CH2:29][N:28]([CH3:33])[CH3:27])[N:8]=[C:7]2[C:3]=1[N:4]=[CH:5][N:6]2[CH2:12][C:13]1[CH:18]=[CH:17][CH:16]=[CH:15][CH:14]=1 |f:1.2.3,4.5|. Procedure details: Crude 6-amino-9-benzyl-8-hydroxy-2-mercaptopurine (134 mg, 0.49 mmol) was suspended in dimethylformamide (60 ml). To the suspension were added potassium carbonate (200 mg, 1.44 mmol) and 3-dimethylaminopropyl chloride hydrochloride (114 mg, 0.72 mmol) in order. The mixture was stirred at room temperature for 9 hours. The solvent was removed in vacuo, and the residue was purified by silica gel chromatography (14% methanol/chloroform) to give the subject compound (13 mg, yield 7%). The reactants are O=S1([C@@H]2CN(C(C1)C2)CCN[C@]21[C@@H]([C@H]3CC[C@@H]4[C@]5(CC=C(C([C@@H]5CC[C@]4([C@@]3(CC2)C)C)(C)C)C2=CC3C(C3C2)C(=O)OCC)C)[C@@H](CC1)C(=C)C)=O (ethyl 3-((1R,3aS,5aR,5bR,7aR,11aS,11bR,13aR,13bR)-3a-((2-((1S)2,2-dioxido-2-thia-5-azabicyclo[2.2.1]heptan-5-yl)ethyl)amino)-5a,5b,8,8,11a-pentamethyl-1-(prop-1-en-2-yl)-2,3,3a,4,5,5a,5b,6,7,7a,8,11,11a,11b,12,13,13a,13b-octadecahydro-1H-cyclopenta[a]chrysen-9-yl)bicyclo[3.1.0]hex-2-ene-6-carboxylate), [OH-].[Na+] (sodium hydroxide), O (water), Cl (HCl). Run in O1CCOCC1 (1,4-dioxane). Run at temperature 70 celsius. Product: O=S1([C@H]2CN([C@@H](C1)C2)CCN[C@]21[C@@H]([C@H]3CC[C@@H]4[C@]5(CC=C(C([C@@H]5CC[C@]4([C@@]3(CC2)C)C)(C)C)C2=CC3C(C3C2)C(=O)O)C)[C@@H](CC1)C(=C)C)=O (3-((1R,3 aS,5aR,5bR,7aR,11aS,11bR,13 aR,13bR)-3a-((2-((1R,4R)-2,2-dioxido-2-thia-5-azabicyclo[2.2.1]heptan-5-yl)ethyl)amino)-5a,5b,8,8,11a-pentamethyl-1-(prop-1-en-2-yl)-2,3,3a,4,5,5a,5b,6,7,7a,8,11,11a,11b,12,13,13a,13b-octadecahydro-1H-cyclopenta[a]chrysen-9-yl)bicyclo[3.1.0]hex-2-ene-6-carboxylic acid). Reaction SMILES: [O:1]=[S:2]1(=[O:52])[CH2:7][CH:6]2[CH2:8][C@H:3]1[CH2:4][N:5]2[CH2:9][CH2:10][NH:11][C@:12]12[CH2:48][CH2:47][C@@H:46]([C:49]([CH3:51])=[CH2:50])[C@@H:13]1[C@@H:14]1[C@@:27]([CH3:30])([CH2:28][CH2:29]2)[C@@:26]2([CH3:31])[C@@H:17]([C@:18]3([CH3:45])[C@@H:23]([CH2:24][CH2:25]2)[C:22]([CH3:33])([CH3:32])[C:21]([C:34]2[CH2:39][CH:38]4[CH:36]([CH:37]4[C:40]([O:42]CC)=[O:41])[CH:35]=2)=[CH:20][CH2:19]3)[CH2:16][CH2:15]1.[OH-].[Na+].Cl.O>O1CCOCC1>[O:52]=[S:2]1(=[O:1])[CH2:7][C@H:6]2[CH2:8][C@@H:3]1[CH2:4][N:5]2[CH2:9][CH2:10][NH:11][C@:12]12[CH2:48][CH2:47][C@@H:46]([C:49]([CH3:51])=[CH2:50])[C@@H:13]1[C@@H:14]1[C@@:27]([CH3:30])([CH2:28][CH2:29]2)[C@@:26]2([CH3:31])[C@@H:17]([C@:18]3([CH3:45])[C@@H:23]([CH2:24][CH2:25]2)[C:22]([CH3:32])([CH3:33])[C:21]([C:34]2[CH2:39][CH:38]4[CH:36]([CH:37]4[C:40]([OH:42])=[O:41])[CH:35]=2)=[CH:20][CH2:19]3)[CH2:16][CH2:15]1 |f:1.2|. Procedure details: To a solution of ethyl 3-((1R,3aS,5aR,5bR,7aR,11aS,11bR,13aR,13bR)-3a-((2-((1S)2,2-dioxido-2-thia-5-azabicyclo[2.2.1]heptan-5-yl)ethyl)amino)-5a,5b,8,8,11a-pentamethyl-1-(prop-1-en-2-yl)-2,3,3a,4,5,5a,5b,6,7,7a,8,11,11a,11b,12,13,13a,13b-octadecahydro-1H-cyclopenta[a]chrysen-9-yl)bicyclo[3.1.0]hex-2-ene-6-carboxylate (28 mg, 0.03 mmol) in 1,4-dioxane (2 mL) was added sodium hydroxide (1N) (0.149 mL, 0.149 mmol). The mixture was warmed to 70° C. After heating the mixture for 16 h, it was cooled t... Conditions: time 23 hour. Reaction SMILES: Cl[C:2]1[C:11]2[C:6](=[C:7]([C:12]([F:15])([F:14])[F:13])[CH:8]=[CH:9][CH:10]=2)[N:5]=[C:4]([C:16]([F:19])([F:18])[F:17])[CH:3]=1.[NH:20]1[CH:24]=[N:23][CH:22]=[N:21]1.C(=O)([O-])[O-].[K+].[K+].CC(C)=O>O>[N:20]1([C:2]2[C:11]3[C:6](=[C:7]([C:12]([F:15])([F:14])[F:13])[CH:8]=[CH:9][CH:10]=3)[N:5]=[C:4]([C:16]([F:19])([F:18])[F:17])[CH:3]=2)[CH:24]=[N:23][CH:22]=[N:21]1 |f:2.3.4|. Isolated yield 72.7%. The solvent is O (water). Product: N1(N=CN=C1)C1=CC(=NC2=C(C=CC=C12)C(F)(F)F)C(F)(F)F (4-(1H-1,2,4-triazole-1-yl)-2,8-bis-trifluoromethyl-quinoline). Starting materials: ClC1=CC(=NC2=C(C=CC=C12)C(F)(F)F)C(F)(F)F (4-chloro-2,8-bis-trifluoromethyl-quinoline), N1N=CN=C1 (1,2,4-triazole), C([O-])([O-])=O.[K+].[K+] (potassium carbonate), CC(=O)C (acetone). Procedure details: A mixture of 3.0 g of 4-chloro-2,8-bis-trifluoromethyl-quinoline, 1.38 g of 1,2,4-triazole, 1.38 g of potassium carbonate and 30 ml of acetone is heated to boiling for 23 hours whereupon the reaction mixture is poured into 100 ml of water. The precipitated product is filtered, dissolved in 5 ml of ethanol, whereupon 5 ml of water are added. The precipitated product is filtered. Thus 2.42 g of the desired compound are obtained, yield: 73%, mp.: 106°-107° C.